This data is from the Open Reaction Database (ORD), a public repository of structured organic reaction records. The task is: describe an organic reaction: reactants, conditions, products, and yield Reactants: CCO, CC(C)S(=O)(=O)n1c(N)nc2ccc(-c3nc(-c4ccc([N+](=O)[O-])cc4F)[nH]c3-c3ccccc3)cc21, O=C[O-], [NH4+]. Product: CC(C)S(=O)(=O)n1c(N)nc2ccc(-c3nc(-c4ccc(N)cc4F)[nH]c3-c3ccccc3)cc21. RXN SMILES: [CH3:42][CH2:43][OH:44].[CH:1]([CH3:2])([CH3:3])[S:4](=[O:5])(=[O:6])[n:7]1[c:8]([NH2:37])[n:9][c:10]2[c:11]1[cH:12][c:13](-[c:16]1[n:17][c:18](-[c:27]3[c:28]([F:36])[cH:29][c:30]([N+:33]([O-:34])=[O:35])[cH:31][cH:32]3)[nH:19][c:20]1-[c:21]1[cH:22][cH:23][cH:24][cH:25][cH:26]1)[cH:14][cH:15]2.[CH:38]([O-:39])=[O:40].[NH4+:41]>>[CH:1]([CH3:2])([CH3:3])[S:4](=[O:5])(=[O:6])[n:7]1[c:8]([NH2:37])[n:9][c:10]2[c:11]1[cH:12][c:13](-[c:16]1[n:17][c:18](-[c:27]3[c:28]([F:36])[cH:29][c:30]([NH2:33])[cH:31][cH:32]3)[nH:19][c:20]1-[c:21]1[cH:22][cH:23][cH:24][cH:25][cH:26]1)[cH:14][cH:15]2. Starting materials: BrC1=CC(=C(C=C1)C(C(=O)NCC1=CC=C(C=C1)C#N)OC)F ((RS)-2-(4-bromo-2-fluoro-phenyl)-N-(4-cyano-benzyl)-2-methoxy-acetamide), COC=1C=C(C=CC1)B(O)O (3-methoxyphenylboronic acid). The product is C(#N)C1=CC=C(CNC(C(OC)C2=C(C=C(C=C2)C2=CC(=CC=C2)OC)F)=O)C=C1 ((RS)-N-(4-cyano-benzyl)-2-(3-fluoro-3′-methoxy-biphenyl-4-yl)-2-methoxy-acetamide). Reaction SMILES: Br[C:2]1[CH:7]=[CH:6][C:5]([CH:8]([O:21][CH3:22])[C:9]([NH:11][CH2:12][C:13]2[CH:18]=[CH:17][C:16]([C:19]#[N:20])=[CH:15][CH:14]=2)=[O:10])=[C:4]([F:23])[CH:3]=1.[CH3:24][O:25][C:26]1[CH:27]=[C:28](B(O)O)[CH:29]=[CH:30][CH:31]=1>>[C:19]([C:16]1[CH:17]=[CH:18][C:13]([CH2:12][NH:11][C:9](=[O:10])[CH:8]([C:5]2[CH:6]=[CH:7][C:2]([C:30]3[CH:29]=[CH:28][CH:27]=[C:26]([O:25][CH3:24])[CH:31]=3)=[CH:3][C:4]=2[F:23])[O:21][CH3:22])=[CH:14][CH:15]=1)#[N:20]. Procedure details: In analogy to example 57.1, (RS)-2-(4-bromo-2-fluoro-phenyl)-N-(4-cyano-benzyl)-2-methoxy-acetamide (example 41.2) was reacted with 3-methoxyphenylboronic acid to give (RS)-N-(4-cyano-benzyl)-2-(3-fluoro-3′-methoxy-biphenyl-4-yl)-2-methoxy-acetamide. Light yellow gum. Reactants: ClC1=NC=C(C(=N1)Cl)C=O (2,4-Dichloro-pyrimidine-5-carbaldehyde), C[Mg]Br (methyl magnesium bromide). Solvent: C1CCOC1 (THF). Reaction conditions: temperature -78 celsius, time 2 hour. Product: ClC1=NC=C(C(=N1)Cl)C(C)O (1-(2,4-Dichloro-pyrimidin-5-yl)-ethanol). Reaction SMILES: [Cl:1][C:2]1[N:7]=[C:6]([Cl:8])[C:5]([CH:9]=[O:10])=[CH:4][N:3]=1.[CH3:11][Mg]Br>C1COCC1>[Cl:1][C:2]1[N:7]=[C:6]([Cl:8])[C:5]([CH:9]([OH:10])[CH3:11])=[CH:4][N:3]=1. Procedure: To a stirred solution of 2,4-dichloro-pyrimidine-5-carbaldehyde (Example 17, 1.01 g, 5.7 mmol) in THF (10 mL), methyl magnesium bromide (Aldrich, 3 M in ether, 6.27 mmol, 2.1 mL) was added slowly at −78° C. The mixture was stirred for an additional 2 hours at −78° C. and the reaction was quenched with 1N HCl (10 mL). The resulting mixture was extracted with EtOAc and the extract was dried with sodium sulfate. Removal of solvent gave a brown solid. 1.07 g, 97%. MS (M+H)+, 193.